From a dataset of the Open Reaction Database (ORD), a public repository of structured organic reaction records. describe an organic reaction: reactants, conditions, products, and yield The reactants are [C-]#N.[K+] (potassium cyanide), C(C)(=O)OCC (ethyl acetate), ClC=1N=NC(=CC1)CCl (3-Chloro-6-chloromethyl-pyridazine). The solvent is O (water), CS(=O)C (dimethyl sulfoxide), O (Water), CS(=O)C (dimethyl sulfoxide). Conditions: temperature 80 celsius. Yields the product ClC1=CC=C(N=N1)CC#N ((6-chloro-pyridazin-3-yl)-acetonitrile). RXN SMILES: [Cl:1][C:2]1[N:3]=[N:4][C:5]([CH2:8]Cl)=[CH:6][CH:7]=1.[C-:10]#[N:11].[K+].C(OCC)(=O)C>CS(C)=O.O>[Cl:1][C:2]1[N:3]=[N:4][C:5]([CH2:8][C:10]#[N:11])=[CH:6][CH:7]=1 |f:1.2|. Procedure details: 3-Chloro-6-chloromethyl-pyridazine (1.50 g) dissolved in dimethyl sulfoxide (7.5 mL) was added to a solution of potassium cyanide (0.90 g) in water (1 mL) and dimethyl sulfoxide (7.5 mL) stirred at 80° C. The solution was stirred at this temperature for 30 min and then cooled to room temperature. Water and ethyl acetate were added and the resulting mixture was filtered over Celite. The aqueous phase of the filtrate was separated and extracted twice with ethyl acetate. The extracts and the organi... Run in C(Cl)Cl (methylene chloride). Reaction SMILES: [OH:1][C:2]1[CH:10]=[CH:9][CH:8]=[C:7]2[C:3]=1[CH:4]=[CH:5][NH:6]2.[Cl:11][CH2:12][CH2:13]O.C1(P(C2C=CC=CC=2)C2C=CC=CC=2)C=CC=CC=1.N(C(OC(C)C)=O)=NC(OC(C)C)=O>C(Cl)Cl>[NH:6]1[C:7]2[C:3](=[C:2]([O:1][CH2:13][CH2:12][Cl:11])[CH:10]=[CH:9][CH:8]=2)[CH:4]=[CH:5]1. Reactants: OC1=C2C=CNC2=CC=C1 (4-hydroxyindole), N(=NC(=O)OC(C)C)C(=O)OC(C)C (diisopropyl azodicarboxylate), ClCCO (2-chloroethanol), C1(=CC=CC=C1)P(C1=CC=CC=C1)C1=CC=CC=C1 (triphenylphosphine). Procedure: To a solution of 4-hydroxyindole (4 g, 30 mmol), 2-chloroethanol (4.83 g, 60 mmol), triphenylphosphine (15.7 g, 60 mmol) in anhydrous tetrahydroufuran (40 ml) was slowly added diisopropyl azodicarboxylate (12.1 g, 60 mmol). The reaction was allowed to stir for 2.5 hours at room temperature, then poured into methylene chloride (250 ml), washed with water (3×100 ml) and dried over anhydrous sodium sulfate, filtered and the solvent was removed under vacuum. Chromatography (20% hexanes-ethyl acetate... Conditions: time 2.5 hour. Product: N1C=CC2=C(C=CC=C12)OCCCl (2-(1H-Indol-4-yloxy)ethylchloride). Yield: 50.1%. Starting materials: COC1=C(C=CC=C1OC)C=1C=2N(C=CC1)N=C(N2)NC2=CC=C(C=C2)C2CCNCC2 ([8-(2,3-dimethoxy-phenyl)-[1,2,4]-triazolo[1,5-a]pyridin-2-yl]-(4-piperidin-4-yl-phenyl)-amine), ClCC(=O)N(C)C (2-chloro-N,N-dimethyl-acetamide). Product: COC1=C(C=CC=C1OC)C=1C=2N(C=CC1)N=C(N2)NC2=CC=C(C=C2)C2CCN(CC2)CC(=O)N(C)C (2-(4-{4-[8-(2,3-Dimethoxy-phenyl)-[1,2,4]-triazolo[1,5-a]pyridin-2-ylamino]-phenyl}-piperidin-1-yl)-N,N-dimethyl-acetamide), product. Yield: 22.0%. Reaction SMILES: [CH3:1][O:2][C:3]1[C:8]([O:9][CH3:10])=[CH:7][CH:6]=[CH:5][C:4]=1[C:11]1[C:12]2[N:13]([N:17]=[C:18]([NH:20][C:21]3[CH:26]=[CH:25][C:24]([CH:27]4[CH2:32][CH2:31][NH:30][CH2:29][CH2:28]4)=[CH:23][CH:22]=3)[N:19]=2)[CH:14]=[CH:15][CH:16]=1.Cl[CH2:34][C:35]([N:37]([CH3:39])[CH3:38])=[O:36]>>[CH3:1][O:2][C:3]1[C:8]([O:9][CH3:10])=[CH:7][CH:6]=[CH:5][C:4]=1[C:11]1[C:12]2[N:13]([N:17]=[C:18]([NH:20][C:21]3[CH:26]=[CH:25][C:24]([CH:27]4[CH2:32][CH2:31][N:30]([CH2:34][C:35]([N:37]([CH3:39])[CH3:38])=[O:36])[CH2:29][CH2:28]4)=[CH:23][CH:22]=3)[N:19]=2)[CH:14]=[CH:15][CH:16]=1. Reported procedure: 2-(4-{4-[8-(2,3-Dimethoxy-phenyl)-[1,2,4]-triazolo[1,5-a]pyridin-2-ylamino]-phenyl}-piperidin-1-yl)-N,N-dimethyl-acetamide was prepared from [8-(2,3-dimethoxy-phenyl)-[1,2,4]-triazolo[1,5-a]pyridin-2-yl]-(4-piperidin-4-yl-phenyl)-amine (0.188 g, 0.438 mmol) and 2-chloro-N,N-dimethyl-acetamide (0.067 mL, 0.656 mmol) in a manner analogous to Example 313 to give product (0.050 g, 22%). MP=222-223° C. 1H NMR (400 MHz, (D3C)2SO, δ, ppm): 9.54 (s, 1H), 8.77 (d, 1H), 7.52 (m, 3H), 7.10 (m, 6H), 3.87 (s... The reactants are Cl.C(C1=CC=CC=C1)ON (benzyloxyaminehydrochloride), C(C1=CC=CC=C1)Br (benzylbromide), C([O-])([O-])=O.[Na+].[Na+] (sodium carbonate). The solvent is CN(C=O)C (dimethylformamide). Run at time 4 day. Product: C(C1=CC=CC=C1)N(OCC1=CC=CC=C1)CC1=CC=CC=C1 (N,N,O-tribenzylhydroxylamine). Reaction SMILES: Cl.[CH2:2]([O:9][NH2:10])[C:3]1[CH:8]=[CH:7][CH:6]=[CH:5][CH:4]=1.[CH2:11](Br)[C:12]1[CH:17]=[CH:16][CH:15]=[CH:14][CH:13]=1.C(=O)([O-])[O-].[Na+].[Na+]>CN(C)C=O>[CH2:11]([N:10]([CH2:2][C:3]1[CH:8]=[CH:7][CH:6]=[CH:5][CH:4]=1)[O:9][CH2:2][C:3]1[CH:8]=[CH:7][CH:6]=[CH:5][CH:4]=1)[C:12]1[CH:17]=[CH:16][CH:15]=[CH:14][CH:13]=1 |f:0.1,3.4.5|. Procedure details: A mixture of 13.04 g of benzyloxyaminehydrochloride, 20.0 ml of benzylbromide, and 32.0 g of sodium carbonate in 85 ml of dimethylformamide is stirred at room temperature for four days. The reaction mixture is worked up as in Example I and the crude product is distilled under reduced pressure to afford the title compound as a clear colorless liquid.